This data is from the Open Reaction Database (ORD), a public repository of structured organic reaction records. The task is: describe an organic reaction: reactants, conditions, products, and yield Reaction SMILES: [CH3:38][S:39]([CH3:40])=[O:41].[CH:12]1([C:17]2([CH2:25][CH2:26][c:27]3[cH:28][c:29]([CH2:36][CH3:37])[c:30]([OH:35])[c:31]([CH2:33][CH3:34])[cH:32]3)[CH2:18][C:19](=[O:24])[CH2:20][C:21](=[O:23])[O:22]2)[CH2:13][CH2:14][CH2:15][CH2:16]1.[n:1]1[c:2]([CH:10]=[O:11])[n:3][c:4]2[n:5]1[cH:6][cH:7][cH:8][n:9]2>>[n:1]1[c:2]([CH2:10][C:20]2=[C:19]([OH:24])[CH2:18][C:17]([CH:12]3[CH2:13][CH2:14][CH2:15][CH2:16]3)([CH2:25][CH2:26][c:27]3[cH:28][c:29]([CH2:36][CH3:37])[c:30]([OH:35])[c:31]([CH2:33][CH3:34])[cH:32]3)[O:22][C:21]2=[O:23])[n:3][c:4]2[n:5]1[cH:6][cH:7][cH:8][n:9]2. The reactants are CS(C)=O, CCc1cc(CCC2(C3CCCC3)CC(=O)CC(=O)O2)cc(CC)c1O, O=Cc1nc2ncccn2n1. Yields the product CCc1cc(CCC2(C3CCCC3)CC(O)=C(Cc3nc4ncccn4n3)C(=O)O2)cc(CC)c1O. Starting materials: NC=1C=C(C(=O)C2=CC=CC=C2)C=CC1N (3,4-diaminobenzophenone), C(C)(=O)N=C=S (acetyl isothiocyanate). Solvent: C(C)OCC (ethyl ether). Conditions: time 2 hour. The product is C(C)(=O)NC(NC=1C=C(C(=O)C2=CC=CC=C2)C=CC1N)=S (3-(3-acetylthioureido)-4-aminobenzophenone). Yield: 85.0%. As a reaction SMILES: [NH2:1][C:2]1[CH:3]=[C:4]([CH:13]=[CH:14][C:15]=1[NH2:16])[C:5]([C:7]1[CH:12]=[CH:11][CH:10]=[CH:9][CH:8]=1)=[O:6].[C:17]([N:20]=[C:21]=[S:22])(=[O:19])[CH3:18]>C(OCC)C>[C:17]([NH:20][C:21](=[S:22])[NH:1][C:2]1[CH:3]=[C:4]([CH:13]=[CH:14][C:15]=1[NH2:16])[C:5]([C:7]1[CH:12]=[CH:11][CH:10]=[CH:9][CH:8]=1)=[O:6])(=[O:19])[CH3:18]. Procedure details: To a stirred solution of 3,4-diaminobenzophenone (8.48 g.; 0.04 mole) in ethyl ether (1.0 L.) there is added dropwise acetyl isothiocyanate (4.04 g.; 0.04 mole). The solution is stirred at room temperature for two hours and a precipitate collected by filtration and dried to afford 10.7 g. (85% yield) of 3-(3-acetylthioureido)-4-aminobenzophenone, m.p. 211° C., dec. Starting materials: N1C=C(C=C1)C(=O)OC (methyl pyrrole 3-carboxylate), ClC1=C(C=C(C(=C1)Cl)Cl)SCl (2,4,5-trichlorobenzenesulfenyl chloride). Yields the product ClC1=C(C=C(C(=C1)Cl)Cl)SC1=CC(=CN1)C(=O)OC (methyl 5-(2,4,5-trichlorophenylthio)pyrrole-3-carboxylate). The yield is 32.7%. As a reaction SMILES: [NH:1]1[CH:5]=[CH:4][C:3]([C:6]([O:8][CH3:9])=[O:7])=[CH:2]1.[Cl:10][C:11]1[CH:16]=[C:15]([Cl:17])[C:14]([Cl:18])=[CH:13][C:12]=1[S:19]Cl>>[Cl:10][C:11]1[CH:16]=[C:15]([Cl:17])[C:14]([Cl:18])=[CH:13][C:12]=1[S:19][C:5]1[NH:1][CH:2]=[C:3]([C:6]([O:8][CH3:9])=[O:7])[CH:4]=1. Reported procedure: By the procedure of Example 23, methyl pyrrole 3-carboxylate (2.5 g., 20 mmoles) was reacted with 2,4,5-trichlorobenzenesulfenyl chloride (4.95 g., 20 mmoles) to yield crude product (6.0 g.) as a foam. The crude was chromatographed on 300 g. of silica gel with 200 ml. fractions of the ethyl acetate-1/hexane-7 eluant collected. Fractions 6 to 12 were combined and evaporated to yield methyl 5-(2,4,5-trichlorophenylthio)pyrrole-3-carboxylate (2.2 g., m.p. 165°-175° C.). The reactants are N#CCCl, [Na], CN(C)C=O, Cc1ccccc1S(=O)O. Product: Cc1ccccc1S(=O)(=O)CC#N. As a reaction SMILES: [Cl:1][CH2:2][C:3]#[N:4].[Na:5].[O:16]=[CH:17][N:18]([CH3:19])[CH3:20].[c:6]1([CH3:15])[c:7]([S:12](=[O:13])[OH:14])[cH:8][cH:9][cH:10][cH:11]1>>[CH2:2]([C:3]#[N:4])[S:12]([c:7]1[c:6]([CH3:15])[cH:11][cH:10][cH:9][cH:8]1)(=[O:13])=[O:14]. The product is CC(=O)c1ccc(OCc2ccccc2)c([N+](=O)[O-])c1. The reactants are BrCc1ccccc1, O=C([O-])[O-], CC(C)=O, [I-], [K+], [K+], [Na+], CC(=O)c1ccc(O)c([N+](=O)[O-])c1. Reaction SMILES: [Br:22][CH2:23][c:24]1[cH:25][cH:26][cH:27][cH:28][cH:29]1.[C:16](=[O:17])([O-:18])[O-:19].[CH3:30][C:31](=[O:32])[CH3:33].[I-:15].[K+:20].[K+:21].[Na+:14].[OH:1][c:2]1[c:3]([N+:11](=[O:12])[O-:13])[cH:4][c:5]([C:8]([CH3:9])=[O:10])[cH:6][cH:7]1>>[O:1]([c:2]1[c:3]([N+:11](=[O:12])[O-:13])[cH:4][c:5]([C:8]([CH3:9])=[O:10])[cH:6][cH:7]1)[CH2:23][c:24]1[cH:25][cH:26][cH:27][cH:28][cH:29]1. Starting materials: [OH-].[Na+] (NaOH), Cl (HCl), C(C)OC(C(=O)OCC)=CC1=CC=C(C=C1)[N+](=O)[O-] (Ethyl 2-ethoxy-3-(4-nitrophenyl)acrylate), CN(C)C=O (DMF). Reaction SMILES: [CH2:1]([O:3][C:4](=[CH:10][C:11]1[CH:16]=[CH:15][C:14]([N+:17]([O-])=O)=[CH:13][CH:12]=1)[C:5]([O:7]CC)=[O:6])[CH3:2].CN(C=O)C.[OH-].[Na+].Cl>O>[CH2:1]([O:3][CH:4]([CH2:10][C:11]1[CH:12]=[CH:13][C:14]([NH2:17])=[CH:15][CH:16]=1)[C:5]([OH:7])=[O:6])[CH3:2] |f:2.3|. The product is C(C)OC(C(=O)O)CC1=CC=C(C=C1)N ((±)-2-ethoxy 3-(4′-aminophenyl)-propionic acid). Run in O (water), IMS. Reported procedure: Ethyl 2-ethoxy-3-(4-nitrophenyl)acrylate containing 3.6 wt % DMF (26.07 g corrected, 98.3 mmol) was dissolved in IMS (500 ml) and a solution of NaOH (1.44 g, 36.1 mmol) in water (260 ml) was added. The resulting mixture was stirred at ambient temperature for 18 hr then acidified with 1M HCl (120 ml) and the resulting solid collected by filtration, washed with water (2×100 ml) and suction dried on the filter for 30 mins, followed by vacuum oven drying at 18° C. for 18 hr. Conditions: time 18 hour. The product is NC(C(=O)O)C1c2ccccc2CCc2ccccc21. Reactants: CC(C)(C)C(=O)Cl, [Li]CCCC, COCCOC, CCN(C(C)C)C(C)C, C1CCOC1, c1ccc(C(c2ccccc2)c2ccccc2)cc1, O=C(O)CC1c2ccccc2CCc2ccccc21. RXN SMILES: [C:29]([Cl:30])(=[O:31])[C:32]([CH3:33])([CH3:34])[CH3:35].[CH2:55]([Li:56])[CH2:57][CH2:58][CH3:59].[CH3:60][O:61][CH2:62][CH2:63][O:64][CH3:65].[CH:20]([N:23]([CH:21]([CH3:22])[CH3:24])[CH2:25][CH3:26])([CH3:27])[CH3:28].[O:66]1[CH2:67][CH2:68][CH2:69][CH2:70]1.[c:36]1([CH:37]([c:38]2[cH:39][cH:40][cH:41][cH:42][cH:43]2)[c:44]2[cH:45][cH:46][cH:47][cH:48][cH:49]2)[cH:50][cH:51][cH:52][cH:53][cH:54]1.[cH:1]1[cH:2][cH:3][cH:4][c:5]2[c:11]1[CH2:10][CH2:9][c:8]1[c:7]([cH:15][cH:14][cH:13][cH:12]1)[CH:6]2[CH2:16][C:17](=[O:18])[OH:19]>>[cH:1]1[cH:2][cH:3][cH:4][c:5]2[c:11]1[CH2:10][CH2:9][c:8]1[c:7]([cH:15][cH:14][cH:13][cH:12]1)[CH:6]2[CH:16]([C:17](=[O:18])[OH:19])[NH2:23]. The reactants are NC1=C(C#N)C=CC(=C1)C (2-amino-4-methylbenzonitrile), C(C1=CC=CC=C1)(=O)N=C=O (benzoyl isocyanate). Yields the product C(#N)C1=C(C=C(C=C1)C)NC(=O)NC(C1=CC=CC=C1)=O (N-(2-Cyano-5-methylphenylcarbamoyl)benzamide). As a reaction SMILES: [NH2:1][C:2]1[CH:9]=[C:8]([CH3:10])[CH:7]=[CH:6][C:3]=1[C:4]#[N:5].[C:11]([N:19]=[C:20]=[O:21])(=[O:18])[C:12]1[CH:17]=[CH:16][CH:15]=[CH:14][CH:13]=1>>[C:4]([C:3]1[CH:6]=[CH:7][C:8]([CH3:10])=[CH:9][C:2]=1[NH:1][C:20]([NH:19][C:11](=[O:18])[C:12]1[CH:13]=[CH:14][CH:15]=[CH:16][CH:17]=1)=[O:21])#[N:5]. Reported procedure: Prepared as in Example 1a from 2-amino-4-methylbenzonitrile and benzoyl isocyanate as a white solid. 1H NMR (400 MHz, DMSO-d6) δ7.10-7.13 (m, 1H), 7.54 (t, J=7.8 Hz, 2H), 7.66 (t, J=7.8 Hz, 1H), 7.71 (d, J=8.0 Hz, 1H), 8.02-8.04 (m, 2H), 8.07 (s, 1H), 11.32 (s, 1H), 11.44 (s, 1H). MS 280 (MH+). Starting materials: aqueous solution, [OH-].[Na+] (sodium hydroxide), ClC1=CC(=C(OCC(=O)OC)C=C1)C(C1=CC=C(C=C1)[N+](=O)[O-])=O (methyl 2-[4-chloro-2-(4-nitrobenzoyl)phenoxy]acetate). Solvent: O1CCOCC1 (dioxane). Reaction conditions: time 1.5 hour. Product: ClC1=CC(=C(OCC(=O)O)C=C1)C(C1=CC=C(C=C1)[N+](=O)[O-])=O (2-[4-chloro-2-(4-nitrobenzoyl)phenoxy]acetic acid). Yield: 91.5%. As a reaction SMILES: [OH-].[Na+].[Cl:3][C:4]1[CH:15]=[CH:14][C:7]([O:8][CH2:9][C:10]([O:12]C)=[O:11])=[C:6]([C:16](=[O:26])[C:17]2[CH:22]=[CH:21][C:20]([N+:23]([O-:25])=[O:24])=[CH:19][CH:18]=2)[CH:5]=1>O1CCOCC1>[Cl:3][C:4]1[CH:15]=[CH:14][C:7]([O:8][CH2:9][C:10]([OH:12])=[O:11])=[C:6]([C:16](=[O:26])[C:17]2[CH:22]=[CH:21][C:20]([N+:23]([O-:25])=[O:24])=[CH:19][CH:18]=2)[CH:5]=1 |f:0.1|. Reported procedure: A 1 N aqueous solution of sodium hydroxide (35 ml.) was added to a solution of methyl 2-[4-chloro-2-(4-nitrobenzoyl)phenoxy]acetate (11.5 g.) in dioxane (60 ml.) and stirred at room temperature for 1.5 hours. Dioxane was distilled off under reduced pressure, and the residue was washed with ethyl acetate, adjusted to pH 1 with 10% hydrochloric acid and then extracted with ethyl acetate (each 400 ml. and 100 ml.). The extracts were washed with a saturated aqueous solution of sodium chloride, dried...